This data is from the Open Reaction Database (ORD), a public repository of structured organic reaction records. The task is: describe an organic reaction: reactants, conditions, products, and yield Isolated yield 37.8%. The solvent is CO (methanol). Product: FC1=C(C(=CC=C1)NC1=C(C=CC=C1)F)N (3-fluoro-N1-(2-fluorophenyl)benzene-1,2-diamine). The reactants are FC=1C(=C(C=CC1)NC1=C(C=CC=C1)F)[N+](=O)[O-] ((3-Fluoro-2-nitro-phenyl)-(2-fluoro-phenyl)-amine). Reagents/catalysts: [Pd] (Pd/C). Procedure details: To 2-fluoroaniline (1.55 g, 13.9 mmol) in anhydrous dimethylformamide (10 mL) was added sodium hydride (0.56 g, 13.9 mmol) and the reaction stirred for 10 minutes prior to the addition of 2,6-difluoronitrobenzene (2 g, 15.5 mmol) dissolved in anhydrous dimethylformamide (2 mL). Upon disappearance of 2-fluoroaniline the reaction was partitioned between saturated ammonium chloride (50 mL) and ethyl acetate (50 mL) and the organics were dried over sodium sulfate. The product was purified on silica ... Reaction SMILES: [F:1][C:2]1[C:3]([N+:16]([O-])=O)=[C:4]([NH:8][C:9]2[CH:14]=[CH:13][CH:12]=[CH:11][C:10]=2[F:15])[CH:5]=[CH:6][CH:7]=1>CO.[Pd]>[F:1][C:2]1[CH:7]=[CH:6][CH:5]=[C:4]([NH:8][C:9]2[CH:14]=[CH:13][CH:12]=[CH:11][C:10]=2[F:15])[C:3]=1[NH2:16]. Reactants: ClC=1N=NC(=CC1)SC (3-chloro-6-(methylthio)pyridazine), O1C(=NCC1)C1=CC=C(OCCCN2CCNCC2)C=C1 (1-[3-[4-(4,5-dihydro-2-oxazolyl)phenoxy]propyl]piperazine), C([O-])([O-])=O.[Na+].[Na+] (sodium carbonate). The solvent is C(CCC)O (1-butanol). Reaction conditions: time 5 day. The product is O1C(=NCC1)C1=CC=C(OCCCN2CCN(CC2)C=2N=NC(=CC2)SC)C=C1 (3-[4-[3-[4-(4,5-dihydro-2-oxazolyl)phenoxy]-propyl]-1-piperazinyl]-6-(methylthio)pyridazine). Isolated yield 11.2%. RXN SMILES: Cl[C:2]1[N:3]=[N:4][C:5]([S:8][CH3:9])=[CH:6][CH:7]=1.[O:10]1[CH2:14][CH2:13][N:12]=[C:11]1[C:15]1[CH:30]=[CH:29][C:18]([O:19][CH2:20][CH2:21][CH2:22][N:23]2[CH2:28][CH2:27][NH:26][CH2:25][CH2:24]2)=[CH:17][CH:16]=1.C(=O)([O-])[O-].[Na+].[Na+]>C(O)CCC>[O:10]1[CH2:14][CH2:13][N:12]=[C:11]1[C:15]1[CH:16]=[CH:17][C:18]([O:19][CH2:20][CH2:21][CH2:22][N:23]2[CH2:24][CH2:25][N:26]([C:2]3[N:3]=[N:4][C:5]([S:8][CH3:9])=[CH:6][CH:7]=3)[CH2:27][CH2:28]2)=[CH:29][CH:30]=1 |f:2.3.4|. Procedure: A mixture of 2.4 parts of 3-chloro-6-(methylthio)pyridazine, 4.5 parts of 1-[3-[4-(4,5-dihydro-2-oxazolyl)phenoxy]propyl]piperazine, 1.6 parts of sodium carbonate and 80 parts of 1-butanol was stirred for 5 days at reflux temperature. The reaction mixture was evaporated and the residue was dissolved in trichloromethane. The organic phase was washed with water, dried, filtered and evaporated. The residue was purified by column chromatography over silica gel using a mixture of trichloromethane and... Reactants: C(C1=CC=CC=C1)O[C@H](C)[C@H](C)OCCCC ((2R,3S)-2-benzyloxy-3-butoxybutane). Reagents/catalysts: [C].[Pd] (palladium carbon). The solvent is C(C)O (ethanol), Cl (hydrochloric acid). Yields the product C(CCC)O[C@H]([C@@H](C)O)C ((2R,3S)-3-butoxy-2-butanol). The yield is 63.3%. RXN SMILES: [CH2:1]([O:8][C@@H:9]([C@@H:11]([O:13]CCCC)[CH3:12])[CH3:10])[C:2]1C=CC=[CH:4][CH:3]=1>C(O)C.Cl.[C].[Pd]>[CH2:1]([O:8][C@@H:9]([CH3:10])[C@H:11]([OH:13])[CH3:12])[CH2:2][CH2:3][CH3:4] |f:3.4|. Procedure: 1.94 g of (2R,3S)-2-benzyloxy-3-butoxybutane was dissolved in a mixture of 80 ml of ethanol and 8 ml of 2 N hydrochloric acid. Thereto was added 200 mg of 5% palladium carbon. The mixture was subjected to hydrogenation at the atmospheric pressure at room temperature. After the completion of the reaction, the catalyst was removed by filtration and the filtrate was subjected to distillation. The residue was diluted with water and extracted with dichloromethane three times. The extract was dried an... The reactants are N1C=C(C2=CC=CN=C12)\C=C\1/C(NC2=CC=CC=C12)=O ((Z)-3-[(7-azaindol-3-yl)methylen]-2-oxindole), C(C)(=O)[O-].[K+] (potassium acetate). Run in C(C)(=O)OC(C)=O (acetic anhydride). The product is C(C)(=O)N1C=C(C2=CC=CN=C12)\C=C\1/C(NC2=CC=CC=C12)=O ((Z)-3-[(1-acetyl-7-azaindol-3-yl )methylen]-2-oxindole). Yield: 65.0%. As a reaction SMILES: [NH:1]1[C:9]2[C:4](=[CH:5][CH:6]=[CH:7][N:8]=2)[C:3](/[CH:10]=[C:11]2\[C:12](=[O:20])[NH:13][C:14]3[C:19]\2=[CH:18][CH:17]=[CH:16][CH:15]=3)=[CH:2]1.[C:21]([O-])(=[O:23])[CH3:22].[K+]>C(OC(=O)C)(=O)C>[C:21]([N:1]1[C:9]2[C:4](=[CH:5][CH:6]=[CH:7][N:8]=2)[C:3](/[CH:10]=[C:11]2\[C:12](=[O:20])[NH:13][C:14]3[C:19]\2=[CH:18][CH:17]=[CH:16][CH:15]=3)=[CH:2]1)(=[O:23])[CH3:22] |f:1.2|. Reported procedure: A mixture of (Z)-3-[(7-azaindol-3-yl)methylen]-2-oxindole (2.61 g, 0.010 mol), potassium acetate (0.98 g, 0.010 mol) and acetic anhydride (10 ml) is heated at reflux temperature for 15 h and then concentrated under vacuum. The residue is taken up with ethyl acetate and water, the organic phase separated, washed with water, dried over Na2SO4 and evaporated under vacuum. The residue is crystallized from ethanol to give pure title compound in 65% yield.